Dataset: the Open Reaction Database (ORD), a public repository of structured organic reaction records. Task: describe an organic reaction: reactants, conditions, products, and yield The reactants are C(Cl)Cl.CO (methylene chloride methanol), C(C)N(C\C=C\C#CC(C)(C)OC)CC1=CC(=CC=C1)N ((E)-N-ethyl-N-(6-methoxy-6-methyl-2-hepten-4-ynyl)-3-aminobenzylamine), S1C=C(C=C1)C=1C=C(C=O)C=CC1 (3-(3thienyl)benzaldehyde), [BH4-].[Na+] (sodium borohydride). Run in CO (methanol). Run at time 8 hour. Yields the product C(C)N(C\C=C\C#CC(C)(C)OC)CC1=CC(=CC=C1)NCC1=CC(=CC=C1)C1=CSC=C1 ((E)-N-ethyl-N-(6-methoxy-6-methyl-2-hepten-4-ynyl)-3-[3-(3-thienyl)benzylamino]benzylamine). Isolated yield 83.6%. RXN SMILES: [CH2:1]([N:3]([CH2:14][C:15]1[CH:20]=[CH:19][CH:18]=[C:17]([NH2:21])[CH:16]=1)[CH2:4]/[CH:5]=[CH:6]/[C:7]#[C:8][C:9]([O:12][CH3:13])([CH3:11])[CH3:10])[CH3:2].[S:22]1[CH:26]=[CH:25][C:24]([C:27]2[CH:28]=[C:29]([CH:32]=[CH:33][CH:34]=2)[CH:30]=O)=[CH:23]1.[BH4-].[Na+].C(Cl)Cl.CO>CO>[CH2:1]([N:3]([CH2:14][C:15]1[CH:20]=[CH:19][CH:18]=[C:17]([NH:21][CH2:30][C:29]2[CH:32]=[CH:33][CH:34]=[C:27]([C:24]3[CH:25]=[CH:26][S:22][CH:23]=3)[CH:28]=2)[CH:16]=1)[CH2:4]/[CH:5]=[CH:6]/[C:7]#[C:8][C:9]([O:12][CH3:13])([CH3:11])[CH3:10])[CH3:2] |f:2.3,4.5|. Procedure: 65 mg of (E)-N-ethyl-N-(6-methoxy-6-methyl-2-hepten-4-ynyl)-3-aminobenzylamine and 43 mg of 3-(3thienyl)benzaldehyde were dissolved in 2 ml of methanol, and the solution was stirred overnight at room temperature. With stirring under ice cooling, 12.9 mg of sodium borohydride was added, and stirred for 1 hour at room temperature. The solvent was evaporated under reduced pressure, and the residue was dissolved in ethyl acetate and water. The organic layer was separated, and dried over anhydrous ma... Starting materials: CCn1cc(C(=O)O)c(=O)c2cc(F)c(F)c(F)c21, C1CCC2=NCCCN2CC1, CC#N, CC1CNCC1CN. Product: CCn1cc(C(=O)O)c(=O)c2cc(F)c(N3CC(C)C(CN)C3)c(F)c21. Reaction SMILES: [CH2:1]([CH3:2])[n:3]1[cH:4][c:5]([C:17](=[O:18])[OH:19])[c:6](=[O:16])[c:7]2[cH:8][c:9]([F:15])[c:10]([F:14])[c:11]([F:13])[c:12]12.[CH2:28]1[CH2:29][CH2:30][C:31]2=[N:36][CH2:35][CH2:34][CH2:33][N:32]2[CH2:37][CH2:38]1.[CH3:39][C:40]#[N:41].[NH2:20][CH2:21][CH:22]1[CH2:23][NH:24][CH2:25][CH:26]1[CH3:27]>>[CH2:1]([CH3:2])[n:3]1[cH:4][c:5]([C:17](=[O:18])[OH:19])[c:6](=[O:16])[c:7]2[cH:8][c:9]([F:15])[c:10]([N:24]3[CH2:23][CH:22]([CH2:21][NH2:20])[CH:26]([CH3:27])[CH2:25]3)[c:11]([F:13])[c:12]12. Reported procedure: To a solution of 1,3-diiodobenzene (50.0 g, 0.152 mol), carbazole (55.0 g, 0.329 mol), Cu (40.0 g, 0.630 mol) and 18-crown-6 (0.5 g) in 1,2-dichlorobenzene (200.0 ml) was added potassium carbonate (150.0 g, 1.085 mol) under nitrogen and stirring. The reaction was carried out at 190° C. for 12 hours. After cooling, the reaction mixture was filtrated. The solid residues were carefully washed with THF. Then, THF and 1,2-dichlorobenzene were evaporated from the combined filtration solution. The crud... Reaction conditions: time 12 hour. Product: C1=CC=CC=2C3=CC=CC=C3N(C12)C1=CC(=CC=C1)N1C2=CC=CC=C2C=2C=CC=CC12 (1,3-Di(carbazol-9-yl)benzene). As a reaction SMILES: I[C:2]1[CH:7]=[CH:6][CH:5]=[C:4](I)[CH:3]=1.[CH:9]1[C:21]2[NH:20][C:19]3[C:14](=[CH:15][CH:16]=[CH:17][CH:18]=3)[C:13]=2[CH:12]=[CH:11][CH:10]=1.C1O[CH2:38][CH2:37]OCCOCCOCCOCCOC1.C(=O)([O-])[O-].[K+].[K+]>ClC1C=CC=CC=1Cl>[CH:2]1[C:3]2[N:20]([C:38]3[CH:37]=[CH:21][CH:9]=[C:10]([N:20]4[C:19]5[CH:18]=[CH:17][CH:16]=[CH:15][C:14]=5[C:13]5[C:21]4=[CH:9][CH:10]=[CH:11][CH:12]=5)[CH:11]=3)[C:19]3[C:18](=[CH:17][CH:16]=[CH:15][CH:14]=3)[C:4]=2[CH:5]=[CH:6][CH:7]=1 |f:3.4.5|. Starting materials: IC1=CC(=CC=C1)I (1,3-diiodobenzene), C1=CC=CC=2C3=CC=CC=C3NC12 (carbazole), Cu, C1COCCOCCOCCOCCOCCO1 (18-crown-6), C([O-])([O-])=O.[K+].[K+] (potassium carbonate). Run in ClC1=C(C=CC=C1)Cl (1,2-dichlorobenzene).